describe an organic reaction: reactants, conditions, products, and yield From a dataset of the Open Reaction Database (ORD), a public repository of structured organic reaction records. The product is CN1CCN(C2CCC(n3nc(-c4ccc(Nc5nc6ccc(Cl)cc6s5)cc4)c4c(N)ncnc43)CC2)CC1. Starting materials: COCCOC, CC1(C)OB(c2ccc(Nc3nc4ccc(Cl)cc4s3)cc2)OC1(C)C, CN1CCN(C2CCC(n3nc(I)c4c(N)ncnc43)CC2)CC1, [Na+], [Na+], O=C([O-])[O-], O, c1ccc(P(c2ccccc2)(c2ccccc2)[Pd](P(c2ccccc2)(c2ccccc2)c2ccccc2)(P(c2ccccc2)(c2ccccc2)c2ccccc2)P(c2ccccc2)(c2ccccc2)c2ccccc2)cc1. Reaction SMILES: [CH3:57][O:58][CH2:59][CH2:60][O:61][CH3:62].[Cl:1][c:2]1[cH:3][c:4]2[c:5]([n:6][c:7]([NH:9][c:10]3[cH:11][cH:12][c:13]([B:16]4[O:17][C:18]([CH3:19])([CH3:20])[C:21]([CH3:22])([CH3:23])[O:24]4)[cH:14][cH:15]3)[s:8]2)[cH:25][cH:26]1.[I:27][c:28]1[n:29][n:30]([CH:38]2[CH2:39][CH2:40][CH:41]([N:44]3[CH2:45][CH2:46][N:47]([CH3:50])[CH2:48][CH2:49]3)[CH2:42][CH2:43]2)[c:31]2[n:32][cH:33][n:34][c:35]([NH2:37])[c:36]12.[Na+:51].[Na+:52].[O-:53][C:54](=[O:55])[O-:56].[OH2:63].[cH:64]1[cH:65][cH:66][c:67]([P:68]([Pd:69]([P:70]([c:71]2[cH:72][cH:73][cH:74][cH:75][cH:76]2)([c:77]2[cH:78][cH:79][cH:80][cH:81][cH:82]2)[c:83]2[cH:84][cH:85][cH:86][cH:87][cH:88]2)([P:89]([c:90]2[cH:91][cH:92][cH:93][cH:94][cH:95]2)([c:96]2[cH:97][cH:98][cH:99][cH:100][cH:101]2)[c:102]2[cH:103][cH:104][cH:105][cH:106][cH:107]2)[P:108]([c:109]2[cH:110][cH:111][cH:112][cH:113][cH:114]2)([c:115]2[cH:116][cH:117][cH:118][cH:119][cH:120]2)[c:121]2[cH:122][cH:123][cH:124][cH:125][cH:126]2)([c:127]2[cH:128][cH:129][cH:130][cH:131][cH:132]2)[c:133]2[cH:134][cH:135][cH:136][cH:137][cH:138]2)[cH:139][cH:140]1>>[Cl:1][c:2]1[cH:3][c:4]2[c:5]([n:6][c:7]([NH:9][c:10]3[cH:11][cH:12][c:13](-[c:28]4[n:29][n:30]([CH:38]5[CH2:39][CH2:40][CH:41]([N:44]6[CH2:45][CH2:46][N:47]([CH3:50])[CH2:48][CH2:49]6)[CH2:42][CH2:43]5)[c:31]5[n:32][cH:33][n:34][c:35]([NH2:37])[c:36]45)[cH:14][cH:15]3)[s:8]2)[cH:25][cH:26]1.